Dataset: the Open Reaction Database (ORD), a public repository of structured organic reaction records. Task: describe an organic reaction: reactants, conditions, products, and yield Starting materials: COC(C1=CC=C(C=C1)C1=NC2=C(N(C=3C1=CC=1C(CCC(C1C3)(C)C)(C)C)C)C=CC(=C2)B2OC(C(O2)(C)C)(C)C)=O (4-[5,7,7,10,10-Pentamethyl-2-(4,4,5,5-tetramethyl-[1,3,2]dioxaborolan-2-yl)-7,8,9,10-tetrahydro-5H-5,13-diazabenzo[4,5]cyclohepta[1,2-b]naphthalen-12-yl]benzoic Acid Methyl Ester), C1(=CC=CC=C1)B(O)O (phenyl boronic acid), Cl (HCl). Reaction conditions: time 5 hour. Product: COC(=O)C1=CC=C(C=C1)C1=NC2=C(N(C=3C1=CC=1C(CCC(C1C3)(C)C)(C)C)C)C=CC(=C2)B(O)O (12-(4-methoxycarbonylphenyl)-5,7,7,10,10-pentamethyl-7,8,9,10-tetrahydro-5H-5,13-diazabenzo[4,5]cyclohepta[1,2-b]naphthalene-2-boronic acid). Reaction SMILES: [CH3:1][O:2][C:3](=[O:43])[C:4]1[CH:9]=[CH:8][C:7]([C:10]2[C:16]3=[CH:17][C:18]4[C:19]([CH3:28])([CH3:27])[CH2:20][CH2:21][C:22]([CH3:26])([CH3:25])[C:23]=4[CH:24]=[C:15]3[N:14]([CH3:29])[C:13]3[CH:30]=[CH:31][C:32]([B:34]4[O:38]C(C)(C)C(C)(C)[O:35]4)=[CH:33][C:12]=3[N:11]=2)=[CH:6][CH:5]=1.C1(B(O)O)C=CC=CC=1.Cl>>[CH3:1][O:2][C:3]([C:4]1[CH:5]=[CH:6][C:7]([C:10]2[C:16]3=[CH:17][C:18]4[C:19]([CH3:28])([CH3:27])[CH2:20][CH2:21][C:22]([CH3:25])([CH3:26])[C:23]=4[CH:24]=[C:15]3[N:14]([CH3:29])[C:13]3[CH:30]=[CH:31][C:32]([B:34]([OH:35])[OH:38])=[CH:33][C:12]=3[N:11]=2)=[CH:8][CH:9]=1)=[O:43]. Procedure: A solution of 4-[5,7,7,10,10-pentamethyl-2-(4,4,5,5-tetramethyl-[1,3,2]dioxa-borolan-2-yl)-7,8,9,10-tetrahydro-5H-5,13diazabenzo[4,5]cyclohepta[1,2-b]naphthalen-12-yl]benzoic acid methyl ester (17) (R5=CH3, Z=H, 0.89 mmol) and phenyl boronic acid (1.8 mmol) in THF(=tetrahydrofuran)/MeOH (4:3, 14 mL) is treated with 2 N HCl (14 mL). After stirring for 5 h, the mixture is extracted with EtOAc. The extract is washed with brine, dried over MgSO4 and evaporated in vacuo. The resulting residue is puri... Reactants: CC1=CC=C(C=C1)C=CC1=CC=CC=C1 (4-methylstilbene), BrN1C(CCC1=O)=O (N-bromosuccinimide). Solvent: C(Cl)(Cl)(Cl)Cl (carbon tetrachloride). The product is C(=CC1=CC=CC=C1)C1=CC=C(CBr)C=C1 (4-Styrylbenzyl bromide). Reaction SMILES: [CH3:1][C:2]1[CH:7]=[CH:6][C:5]([CH:8]=[CH:9][C:10]2[CH:15]=[CH:14][CH:13]=[CH:12][CH:11]=2)=[CH:4][CH:3]=1.[Br:16]N1C(=O)CCC1=O>C(Cl)(Cl)(Cl)Cl>[CH:8]([C:5]1[CH:6]=[CH:7][C:2]([CH2:1][Br:16])=[CH:3][CH:4]=1)=[CH:9][C:10]1[CH:15]=[CH:14][CH:13]=[CH:12][CH:11]=1. Procedure: 4-Styrylbenzyl bromide was prepared from 35.4 g. of 4-methylstilbene and 35.6 g. of N-bromosuccinimide in carbon tetrachloride according to the procedure of Example 8(a); yield 35.5 g., m.p. 125°-127° C. after recrystallization from benzene-cyclohexane and acetonitrile. Reactants: [K+], [K+], COC(=O)CCC(C(N)=O)N1Cc2c(OCc3ccc4c(c3)CN(C)C4)cccc2C1=O, O=C([O-])[O-], CN(C)C=O. Product: CN1Cc2ccc(COc3cccc4c3CN(C3CCC(=O)NC3=O)C4=O)cc2C1. As a reaction SMILES: [K+:33].[K+:34].[NH2:1][C:2]([CH:3]([CH2:4][CH2:5][C:6]([O:8][CH3:7])=[O:9])[N:10]1[C:11](=[O:31])[c:12]2[cH:13][cH:14][cH:15][c:16]([O:19][CH2:20][c:21]3[cH:22][c:23]4[c:27]([cH:28][cH:29]3)[CH2:26][N:25]([CH3:30])[CH2:24]4)[c:17]2[CH2:18]1)=[O:32].[O-:35][C:36]([O-:37])=[O:38].[O:39]=[CH:40][N:41]([CH3:42])[CH3:43]>>[NH:1]1[C:2](=[O:32])[CH:3]([N:10]2[C:11](=[O:31])[c:12]3[cH:13][cH:14][cH:15][c:16]([O:19][CH2:20][c:21]4[cH:22][c:23]5[c:27]([cH:28][cH:29]4)[CH2:26][N:25]([CH3:30])[CH2:24]5)[c:17]3[CH2:18]2)[CH2:4][CH2:5][C:6]1=[O:8]. The yield is 93.5%. Reported procedure: Compound (63) (1.26 g, 3.69 mmol) was refluxed with conc. HCl (20 ml) for 5 hr. After cooling to room temperature, the white precipitate was collected by filtration, washed with cold water, and dried in high vacuo to afford 1.08 g (93%) of the title compound as a white solid. m.p. 242-243° C.; 1H NMR (200 MHz, CDCl3/CD3OD) δ 0.90 (3H, t, J=7.5 Hz), 2.07 (2H, q, J=7.5 Hz), 7.59 (1H, t, J=1.8 Hz), 7.67 (2H, d, J=1.8 Hz); HRMS (EI) Calcd. 312.0068, Found 312.0049. RXN SMILES: [Cl:1][C:2]1[CH:3]=[C:4]([C:9]([C:11]2[C:16]([CH2:17][CH3:18])=[C:15]([O:19]C)[N:14]=[C:13]([O:21]C)[N:12]=2)=[O:10])[CH:5]=[C:6]([Cl:8])[CH:7]=1>Cl>[Cl:1][C:2]1[CH:3]=[C:4]([CH:5]=[C:6]([Cl:8])[CH:7]=1)[C:9]([C:11]1[NH:12][C:13](=[O:21])[NH:14][C:15](=[O:19])[C:16]=1[CH2:17][CH3:18])=[O:10]. The solvent is Cl (HCl). The product is ClC=1C=C(C(=O)C2=C(C(NC(N2)=O)=O)CC)C=C(C1)Cl (6-(3,5-Dichloro-benzoyl)-5-ethyl-1H-pyrimidine-2,4-dione). Starting materials: ClC=1C=C(C=C(C1)Cl)C(=O)C1=NC(=NC(=C1CC)OC)OC ((3,5-Dichloro-phenyl)-(5-ethyl-2,6-dimethoxy-pyrimidin-4-yl)-methanone). Starting materials: CCN(CC)CCCNC(=O)c1c(C)[nH]c(C=O)c1C, C1CCNCC1, CCO, O=C1Cc2c(cccc2-c2cccc(F)c2)N1. Yields the product CCN(CC)CCCNC(=O)c1c(C)[nH]c(C=C2C(=O)Nc3cccc(-c4cccc(F)c4)c32)c1C. As a reaction SMILES: [CH2:18]([CH3:19])[N:20]([CH2:21][CH2:22][CH2:23][NH:24][C:25](=[O:26])[c:27]1[c:28]([CH3:35])[nH:29][c:30]([CH:33]=[O:34])[c:31]1[CH3:32])[CH2:36][CH3:37].[CH2:38]1[CH2:39][CH2:40][NH:41][CH2:42][CH2:43]1.[CH3:44][CH2:45][OH:46].[F:1][c:2]1[cH:3][c:4](-[c:8]2[c:9]3[c:13]([cH:14][cH:15][cH:16]2)[NH:12][C:11](=[O:17])[CH2:10]3)[cH:5][cH:6][cH:7]1>>[F:1][c:2]1[cH:3][c:4](-[c:8]2[c:9]3[c:13]([cH:14][cH:15][cH:16]2)[NH:12][C:11](=[O:17])[C:10]3=[CH:33][c:30]2[nH:29][c:28]([CH3:35])[c:27]([C:25]([NH:24][CH2:23][CH2:22][CH2:21][N:20]([CH2:18][CH3:19])[CH2:36][CH3:37])=[O:26])[c:31]2[CH3:32])[cH:5][cH:6][cH:7]1. Starting materials: CC1=CC=C(C=C1)C1=NOC=N1 (3-(4-methylphenyl)-1,2,4-oxadiazole), CC1=CC=C(C=C1)C=1OC=CN1 (2-(4-methylphenyl)oxazole). The product is O1N=C(N=C1)C1=CC=C(C=O)C=C1 (4-(1,2,4-Oxadiazol-3-yl)benzaldehyde). RXN SMILES: [CH3:1][C:2]1[CH:7]=[CH:6][C:5]([C:8]2[N:12]=[CH:11][O:10][N:9]=2)=[CH:4][CH:3]=1.CC1C=CC(C2[O:21]C=CN=2)=CC=1>>[O:10]1[CH:11]=[N:12][C:8]([C:5]2[CH:4]=[CH:3][C:2]([CH:1]=[O:21])=[CH:7][CH:6]=2)=[N:9]1. Procedure: The title compound is prepared by a procedure analogous to Step B of Reference Example 73 by substituting 3-(4-methylphenyl)-1,2,4-oxadiazole (prepared as described in Bull. Chem. Soc. Jpn. 1978, 51,1484) for the 2-(4-methylphenyl)oxazole of Step B of Reference Example 73. MS 175 (M+H)+.